This data is from the Open Reaction Database (ORD), a public repository of structured organic reaction records. The task is: describe an organic reaction: reactants, conditions, products, and yield Starting materials: O=C1NC(=O)c2ccccc21, CN(C)C=O, CC(Br)c1ccc(C2=NOC(c3cc(C(F)(F)F)cc(C(F)(F)F)c3)(C(F)(F)F)C2)cc1, [K], O. The product is CC(c1ccc(C2=NOC(c3cc(C(F)(F)F)cc(C(F)(F)F)c3)(C(F)(F)F)C2)cc1)N1C(=O)c2ccccc2C1=O. As a reaction SMILES: [C:33]1(=[O:43])[c:34]2[c:35]([cH:39][cH:40][cH:41][cH:42]2)[C:36](=[O:38])[NH:37]1.[CH3:46][N:47]([CH3:48])[CH:49]=[O:50].[F:1][C:2]([c:3]1[cH:4][c:5]([C:13]2([C:27]([F:28])([F:29])[F:30])[CH2:14][C:15]([c:18]3[cH:19][cH:20][c:21]([CH:24]([CH3:25])[Br:26])[cH:22][cH:23]3)=[N:16][O:17]2)[cH:6][c:7]([C:9]([F:10])([F:11])[F:12])[cH:8]1)([F:31])[F:32].[K:44].[OH2:45]>>[F:1][C:2]([c:3]1[cH:4][c:5]([C:13]2([C:27]([F:28])([F:29])[F:30])[CH2:14][C:15]([c:18]3[cH:19][cH:20][c:21]([CH:24]([CH3:25])[N:37]4[C:33](=[O:43])[c:34]5[c:35]([cH:39][cH:40][cH:41][cH:42]5)[C:36]4=[O:38])[cH:22][cH:23]3)=[N:16][O:17]2)[cH:6][c:7]([C:9]([F:10])([F:11])[F:12])[cH:8]1)([F:31])[F:32]. The reactants are CN=C(C1=CC=C(C=C1)Cl)Cl (N-methyl 4-chlorobenzimidoyl chloride), ClS(=O)(=O)O (chlorosulfonic acid), CN1C(=CC(=C1)C)CC(=O)OC (methyl 1,4-dimethyl-1H-pyrrole-2-acetate), Cl(=O)(=O)(=O)O (perchloric acid). Yields the product Cl(=O)(=O)(=O)O.ClC1=CC=C(C=C1)C(C1=C(C=C(N1C)CC(=O)OC)C)=NC (Methyl 5-[(4-chlorophenyl)(methylimino)methyl]-1,4-dimethyl-1H-pyrrole-2-acetate Perchlorate), bright yellow solid. Yield: 69.0%. As a reaction SMILES: [CH3:1][N:2]=[C:3](Cl)[C:4]1[CH:9]=[CH:8][C:7]([Cl:10])=[CH:6][CH:5]=1.ClS(O)(=O)=O.[CH3:17][N:18]1[CH:22]=[C:21]([CH3:23])[CH:20]=[C:19]1[CH2:24][C:25]([O:27][CH3:28])=[O:26].[Cl:29]([OH:33])(=[O:32])(=[O:31])=[O:30]>>[Cl:29]([OH:33])(=[O:32])(=[O:31])=[O:30].[Cl:10][C:7]1[CH:8]=[CH:9][C:4]([C:3](=[N:2][CH3:1])[C:22]2[N:18]([CH3:17])[C:19]([CH2:24][C:25]([O:27][CH3:28])=[O:26])=[CH:20][C:21]=2[CH3:23])=[CH:5][CH:6]=1 |f:4.5|. Reported procedure: The title compound was prepared as in Example X from N-methyl 4-chlorobenzimidoyl chloride (6.07 g, 32.3 mmole), chlorosulfonic acid (0.46 g, 4.0 mmole), methyl 1,4-dimethyl-1H-pyrrole-2-acetate (6.64 g, 39.8 mmole), and 70% perchloric acid (5.5 g, 38.3 mmole) to yield 9.3 g (69%) of a bright yellow solid, m.p. 168°-171° C. (dec). The reactants are C(C1=CC=CC=C1)OC=1C=C(C=C(C1)C)OS(=O)(=O)C1=CC=CC=C1 (benzenesulfonic acid 3-benzyloxy-5-methylphenyl ester). Reagents/catalysts: [Pd] (palladium on carbon). The solvent is C(C)O (ethanol). Yields the product OC=1C=C(C=C(C1)C)OS(=O)(=O)C1=CC=CC=C1 (Benzenesulfonic acid 3-hydroxy-5-methylphenyl ester). Isolated yield 98.4%. As a reaction SMILES: C([O:8][C:9]1[CH:10]=[C:11]([O:16][S:17]([C:20]2[CH:25]=[CH:24][CH:23]=[CH:22][CH:21]=2)(=[O:19])=[O:18])[CH:12]=[C:13]([CH3:15])[CH:14]=1)C1C=CC=CC=1>[Pd].C(O)C>[OH:8][C:9]1[CH:10]=[C:11]([O:16][S:17]([C:20]2[CH:21]=[CH:22][CH:23]=[CH:24][CH:25]=2)(=[O:19])=[O:18])[CH:12]=[C:13]([CH3:15])[CH:14]=1. Procedure: A mixture of benzenesulfonic acid 3-benzyloxy-5-methylphenyl ester (532 mg, 1.5 mmol), as prepared in the preceding step, and 10% palladium on carbon (200 mg) in ethanol (20 mL) was hydrogenated (balloon) overnight. The catalyst was removed by filtering over diatomaceous earth and the filtrate was evaporated in vacuo to give the title compound as a colorless syrup (390 mg, 98%). 1H-NMR (300 MHz, CDCl3 /CD3OD) δ 2.19 (s, 3H), 6.27 (s, 1H), 6.54 (s, 1H), 6.66 (s 1H), 7.43 (m, 1H), 7.55 (t, 1H), 7.... Reactants: C(C1=CC=CC=C1)N1CCC(CC1)C1(CCCC1)C(=O)OCC (Ethyl 1-(1-benzylpiperidin-4-yl)cyclopentanecarboxylate), [OH-].[K+] (potassium hydroxide). Solvent: C(CO)O (ethylene glycol). Product: C(C1=CC=CC=C1)N1CCC(CC1)C1(CCCC1)C(=O)O (1-(1-benzylpiperidin-4-yl)cyclopentanecarboxylic acid). As a reaction SMILES: [CH2:1]([N:8]1[CH2:13][CH2:12][CH:11]([C:14]2([C:19]([O:21]CC)=[O:20])[CH2:18][CH2:17][CH2:16][CH2:15]2)[CH2:10][CH2:9]1)[C:2]1[CH:7]=[CH:6][CH:5]=[CH:4][CH:3]=1.[OH-].[K+]>C(O)CO>[CH2:1]([N:8]1[CH2:9][CH2:10][CH:11]([C:14]2([C:19]([OH:21])=[O:20])[CH2:15][CH2:16][CH2:17][CH2:18]2)[CH2:12][CH2:13]1)[C:2]1[CH:3]=[CH:4][CH:5]=[CH:6][CH:7]=1 |f:1.2|. Reported procedure: Ethyl 1-(1-benzylpiperidin-4-yl)cyclopentanecarboxylate was reacted with potassium hydroxide in ethylene glycol under heating to obtain 1-(1-benzylpiperidin-4-yl)cyclopentanecarboxylic acid. The reactants are ClC=1C=C(C(=O)N)C=C(C1)Cl (3,5-dichlorobenzamide), ClC(C=O)(C)Cl (2,2-dichloropropionaldehyde), N1N=NC2=C1C=CC=C2 (benzotriazole), C1(=CC=C(C=C1)S(=O)(=O)O)C (p-toluenesulfonic acid). The product is N1(N=NC2=C1C=CC=C2)C(C(C)(Cl)Cl)NC(C2=CC(=CC(=C2)Cl)Cl)=O (N-[1-(1H-1,2,3-benzotriazol-1-yl)-2,2-dichloropropyl]-3,5-dichlorobenzamide). As a reaction SMILES: [Cl:1][C:2]1[CH:3]=[C:4]([CH:8]=[C:9]([Cl:11])[CH:10]=1)[C:5]([NH2:7])=[O:6].[Cl:12][C:13]([Cl:17])([CH3:16])[CH:14]=O.[NH:18]1[C:22]2[CH:23]=[CH:24][CH:25]=[CH:26][C:21]=2[N:20]=[N:19]1.C1(C)C=CC(S(O)(=O)=O)=CC=1>>[N:18]1([CH:14]([NH:7][C:5](=[O:6])[C:4]2[CH:3]=[C:2]([Cl:1])[CH:10]=[C:9]([Cl:11])[CH:8]=2)[C:13]([Cl:17])([Cl:12])[CH3:16])[C:22]2[CH:23]=[CH:24][CH:25]=[CH:26][C:21]=2[N:20]=[N:19]1. Procedure: A suspension of 3,5-dichlorobenzamide, 2,2-dichloropropionaldehyde, benzotriazole, and p-toluenesulfonic acid was processed as described in Example 53A to provide the desired product.